From a dataset of the Open Reaction Database (ORD), a public repository of structured organic reaction records. describe an organic reaction: reactants, conditions, products, and yield Starting materials: C1=C(C=CC=2OC3=C(C21)C=CC=C3)C=O (dibenzofuran-2-carboxaldehyde), [OH-].[Na+] (NaOH), [OH-].[Na+] (NaOH). The reagents and catalysts are [N+](=O)([O-])[O-].[Ag+] (Silver nitrate). Conditions: temperature 60 celsius, time 8 hour. Product: C1=C(C=CC=2OC3=C(C21)C=CC=C3)C(=O)O (Dibenzofuran-2-carboxylic acid). As a reaction SMILES: [CH:1]1[C:9]2[C:8]3[CH:10]=[CH:11][CH:12]=[CH:13][C:7]=3[O:6][C:5]=2[CH:4]=[CH:3][C:2]=1[CH:14]=[O:15].[OH-:16].[Na+]>[N+]([O-])([O-])=O.[Ag+]>[CH:1]1[C:9]2[C:8]3[CH:10]=[CH:11][CH:12]=[CH:13][C:7]=3[O:6][C:5]=2[CH:4]=[CH:3][C:2]=1[C:14]([OH:16])=[O:15] |f:1.2,3.4|. Procedure details: To dibenzofuran-2-carboxaldehyde (17) (200 mg, 1.02 mmol) was added solid NaOH (49 mg, 1.22 mmol) then 10% NaOH solution (1.8 mL). Silver nitrate (173 mg, 1.02 mmol) was then added, the reaction mixture heated to 60° C. for 1.5 hours and then stirred overnight at ambient temperature. The reaction mixture was then filtered and washed with water. The filtrate was acidified to pH 2 using concentrated HCl and the precipitated product filtered and dried to give the title compound as an off-white soli... The reactants are ClC1=CC=C(OC=2C=C(C=CC2)\C=C\C(C)=O)C=C1 ((E)-1-[3-(4-Chlorophenoxy)phenyl]buten-3-one), Cl.NO (hydroxylamine hydrochloride), N1=CC=CC=C1 (pyridine). The solvent is CO (methanol), CCOCC (ether). Run at time 1 hour. The product is ClC1=CC=C(OC=2C=C(C=CC2)\C=C\C(C)=NO)C=C1 ((E)-1-[ 3-(4-Chlorophenoxy)phenyl]buten-3-one oxime). Isolated yield 101.3%. Reaction SMILES: [Cl:1][C:2]1[CH:19]=[CH:18][C:5]([O:6][C:7]2[CH:8]=[C:9](/[CH:13]=[CH:14]/[C:15](=O)[CH3:16])[CH:10]=[CH:11][CH:12]=2)=[CH:4][CH:3]=1.Cl.[NH2:21][OH:22].N1C=CC=CC=1>CO.CCOCC>[Cl:1][C:2]1[CH:19]=[CH:18][C:5]([O:6][C:7]2[CH:8]=[C:9](/[CH:13]=[CH:14]/[C:15](=[N:21][OH:22])[CH3:16])[CH:10]=[CH:11][CH:12]=2)=[CH:4][CH:3]=1 |f:1.2|. Procedure details: The product from step (a) (19 g) and hydroxylamine hydrochloride (6.9 g) were taken up in methanol (100 ml), pyridine (20 ml) was added and the mixture stirred for 1 hour. The mixture was then stripped, redissolved in ether (200 ml), washed with 2 N aqu. HCl and satd. aqu. NaCl, dried over MgSO4, and stripped to give the desired product (20.3 g). The reactants are COc1ccc(Cc2noc(C3CCN(C(=O)OC(C)(C)C)CC3)n2)cc1, ClCCl, O=C(O)C(F)(F)F. Product: COc1ccc(Cc2noc(C3CCNCC3)n2)cc1, O=C(O)C(F)(F)F. Reaction SMILES: [CH3:1][O:2][c:3]1[cH:4][cH:5][c:6]([CH2:7][c:8]2[n:9][o:10][c:11]([CH:13]3[CH2:14][CH2:15][N:16]([C:19]([O:20][C:21]([CH3:22])([CH3:23])[CH3:24])=[O:25])[CH2:17][CH2:18]3)[n:12]2)[cH:26][cH:27]1.[Cl:35][CH2:36][Cl:37].[F:28][C:29]([C:30](=[O:31])[OH:32])([F:33])[F:34]>>[CH3:1][O:2][c:3]1[cH:4][cH:5][c:6]([CH2:7][c:8]2[n:9][o:10][c:11]([CH:13]3[CH2:14][CH2:15][NH:16][CH2:17][CH2:18]3)[n:12]2)[cH:26][cH:27]1.[F:28][C:29]([C:30](=[O:31])[OH:32])([F:33])[F:34]. Starting materials: ClC1=C(C=CC=C1Cl)OC (2,3-dichloroanisole), BrCCCCCCC(=O)Cl (7-bromoheptanoyl chloride), [Cl-].[Al+3].[Cl-].[Cl-] (aluminum chloride). The solvent is C(Cl)Cl (methylene chloride). Yields the product ClC1=C(C=CC(=C1Cl)C(CCCCCCBr)=O)OC (2,3-Dichloro-4-(7 -bromoheptanoyl)anisole). Reaction SMILES: [Cl:1][C:2]1[C:7]([Cl:8])=[CH:6][CH:5]=[CH:4][C:3]=1[O:9][CH3:10].[Br:11][CH2:12][CH2:13][CH2:14][CH2:15][CH2:16][CH2:17][C:18](Cl)=[O:19].[Cl-].[Al+3].[Cl-].[Cl-]>C(Cl)Cl>[Cl:1][C:2]1[C:7]([Cl:8])=[C:6]([C:18](=[O:19])[CH2:17][CH2:16][CH2:15][CH2:14][CH2:13][CH2:12][Br:11])[CH:5]=[CH:4][C:3]=1[O:9][CH3:10] |f:2.3.4.5|. Procedure details: The title compound is prepared following substantially the same procedure described in Example 13, Step A, using the following substances: 2,3-dichloroanisole (89 g., 0.5 mole), 7-bromoheptanoyl chloride (127 g., 0.56 mole), aluminum chloride (74 g., 0.56 mole) and methylene chloride (500 ml.). This procedure affords 107 g. (58%) of 2,3-dichloro-4-(7-bromoheptanoyl)anisole which after recrystallization from the cyclohexane melts at 57°C. Procedure details: To a solution of 4-thioxo-1,3-thiazolidin-2-one (870 mg) in ethanol (30 mL) were added cis-2-aminocyclohexanol hydrochloride (1.00 g) and N-ethyl-N-(1-methylethyl)propan-2-amine (2.32 mL), and the mixture was heated under reflux overnight. The reaction mixture was concentrated under reduced pressure, the residue was purified by silica gel column chromatography (methanol/ethyl acetate), and the obtained powder was washed with ethyl acetate to give the title compound (504 mg). Product: O[C@@H]1[C@@H](CCCC1)NC1=NC(SC1)=O (4-[(cis-2-hydroxycyclohexyl)amino]thiazol-2(5H)-one). RXN SMILES: S=[C:2]1[CH2:6][S:5][C:4](=[O:7])[NH:3]1.Cl.[NH2:9][C@H:10]1[CH2:15][CH2:14][CH2:13][CH2:12][C@H:11]1[OH:16].C(N(C(C)C)C(C)C)C>C(O)C>[OH:16][C@H:11]1[CH2:12][CH2:13][CH2:14][CH2:15][C@H:10]1[NH:9][C:2]1[CH2:6][S:5][C:4](=[O:7])[N:3]=1 |f:1.2|. Starting materials: S=C1NC(SC1)=O (4-thioxo-1,3-thiazolidin-2-one), Cl.N[C@@H]1[C@@H](CCCC1)O (cis-2-aminocyclohexanol hydrochloride), C(C)N(C(C)C)C(C)C (N-ethyl-N-(1-methylethyl)propan-2-amine). The yield is 36.0%. Solvent: C(C)O (ethanol). The reactants are Cl.NCCCC[C@@H](C(=O)OC)NC(C(F)(F)F)=O ((S)-methyl 6-amino-2-(2,2,2-trifluoroacetamido)hexanoate hydrochloride), C(C)(C)N(C(C)C)CC (N,N-diisopropyl ethylamine), ClCCl (dichloromethane), glass, C=C1CC(=O)O1 (diketene). The solvent is C(C)(=O)OCC (ethyl acetate). Run at time 16 hour. The product is COC([C@H](CCCCNC(CC(C)=O)=O)NC(C(F)(F)F)=O)=O ((S)-methyl-6-(3-oxobutanamido)-2-(2,2,2-trifluoroacetamido)hexanoate). Reaction SMILES: Cl.[NH2:2][CH2:3][CH2:4][CH2:5][CH2:6][C@H:7]([NH:12][C:13](=[O:18])[C:14]([F:17])([F:16])[F:15])[C:8]([O:10][CH3:11])=[O:9].C(N(CC)C(C)C)(C)C.ClCCl.[CH2:31]=[C:32]1[O:36][C:34](=[O:35])[CH2:33]1>C(OCC)(=O)C>[CH3:11][O:10][C:8](=[O:9])[C@@H:7]([NH:12][C:13](=[O:18])[C:14]([F:16])([F:17])[F:15])[CH2:6][CH2:5][CH2:4][CH2:3][NH:2][C:34](=[O:35])[CH2:33][C:32](=[O:36])[CH3:31] |f:0.1|. Procedure details: To (S)-methyl 6-amino-2-(2,2,2-trifluoroacetamido)hexanoate hydrochloride (0.943 g, 3.22 mmol), N,N-diisopropyl ethylamine (DIEA, 1.39 mL) and dichloromethane (DCM, 10 mL) in a 40 mL glass vial was added diketene (0.37 mL) under N2 atmosphere, and the reaction was stirred at ambient temperature for 16 hours. The reaction mixture was diluted with ethyl acetate (EtOA), washed successively with H2O, 1 N HCl, H2O, sat aq Na2CO3, and sat aq NaCl, dried over Na2SO4, filtered and concentrated under red... Starting materials: C(=O)(OC(C)(C)C)N1[C@H](C(=O)O)CCC1 (Boc-Proline), Cl.CNOC (N,O-Dimethylhydroxylaminehydrochloride), CN1CCOCC1 (NMM). Yields the product N1([C@H](C(=O)N(C)OC)CCC1)C(=O)OC(C)(C)C (Boc-Pro-N(Me)OMe). Reaction SMILES: [C:1]([N:8]1[CH2:15][CH2:14][CH2:13][C@H:9]1[C:10]([OH:12])=O)([O:3][C:4]([CH3:7])([CH3:6])[CH3:5])=[O:2].Cl.[CH3:17][NH:18][O:19][CH3:20].CN1CCOCC1>>[N:8]1([C:1]([O:3][C:4]([CH3:5])([CH3:6])[CH3:7])=[O:2])[CH2:15][CH2:14][CH2:13][C@H:9]1[C:10]([N:18]([O:19][CH3:20])[CH3:17])=[O:12] |f:1.2|. Procedure details: Boc-Proline (2.00 g, 9.29 mmol) and N,O-Dimethylhydroxylaminehydrochloride (0.91 g, 9.29 mmol) were treated as described for 1 using NMM (2 ml, 18.4 mmol) and CAIBE (1.47 ml, 9.29 mmol). The reagents and catalysts are NC(C)(C)C, O1BOC(C)(C)C1(C)C, O1B(OC(C)(C)C1(C)C)B2OC(C)(C)C(O2)(C)C, N1=CC=CC2=CC=CC(N)=C12, C[OH2+].C[OH2+].C1CC=CCCC=C1.C1CC=CCCC=C1.[Ir].[Ir]. Run in O1CCCC1. Reaction conditions: temperature 90 celsius, time 12 hour. Starting materials: O=CC=1C=CC=C(Br)C1. Product: O=CC1=CC(Br)=CC=C1B2OC(C)(C)C(O2)(C)C. Yield: 87.0%.